From a dataset of the Open Reaction Database (ORD), a public repository of structured organic reaction records. describe an organic reaction: reactants, conditions, products, and yield Reactants: CC=1NC=2C(=CNC(C2C(C1C(=O)OCCC#N)C=1C=CC=C2C(C=C(OC12)C)=O)=O)C (2-Cyanoethyl 2,8-dimethyl-4-(2-methyl-4-oxo-4H-chromen-8-yl)-5-oxo-1,4,5,6-tetrahydro-1,6-naphthyridine-3-carboxylate), C(OCC)(OCC)OCC (triethyl orthoformate). Reagents/catalysts: S(O)(O)(=O)=O (sulfuric acid). Run in CN(C)C=O (DMF). Reaction conditions: temperature 130 celsius, time 2 hour. The product is C(C)OC1=C2C(C(=C(NC2=C(C=N1)C)C)C(=O)OCCC#N)C=1C=CC=C2C(C=C(OC12)C)=O (2-Cyanoethyl 5-ethoxy-2,8-dimethyl-4-(2-methyl-4-oxo-4H-chromen-8-yl)-1,4-dihydro-1,6-naphthyridine-3-carboxylate). As a reaction SMILES: [CH3:1][C:2]1[NH:3][C:4]2[C:5]([CH3:32])=[CH:6][NH:7][C:8](=[O:31])[C:9]=2[CH:10]([C:19]2[CH:20]=[CH:21][CH:22]=[C:23]3[C:28]=2[O:27][C:26]([CH3:29])=[CH:25][C:24]3=[O:30])[C:11]=1[C:12]([O:14][CH2:15][CH2:16][C:17]#[N:18])=[O:13].C(OCC)(OCC)O[CH2:35][CH3:36]>CN(C=O)C.S(=O)(=O)(O)O>[CH2:35]([O:31][C:8]1[N:7]=[CH:6][C:5]([CH3:32])=[C:4]2[C:9]=1[CH:10]([C:19]1[CH:20]=[CH:21][CH:22]=[C:23]3[C:28]=1[O:27][C:26]([CH3:29])=[CH:25][C:24]3=[O:30])[C:11]([C:12]([O:14][CH2:15][CH2:16][C:17]#[N:18])=[O:13])=[C:2]([CH3:1])[NH:3]2)[CH3:36]. Reported procedure: 1.20 g (2.78 mmol) of the compound from Example 39A and 9.25 ml (55.6 mmol) of triethyl orthoformate are taken up in 30 ml of dry DMF and heated to 130° C., and 5 drops of concentrated sulfuric acid are added. After 2 h, an HPLC check shows complete conversion. After cooling, the volatile components are removed in a rotary evaporator, and the crude product is purified by MPLC (Biotage cartridge 40 M, eluent: isohexane/ethyl acetate 1:2). 640 mg (50% of theory) of the title compound are obtained. Reactants: 14(a), C1NCCN2[C@@H]1C1=C(CC3=C2C=CC=C3)C=CC=C1 ((14bR)-1,2,3,4,10,14b-hexahydrodibenzo[c,f]pyrazino[1,2-a]azepine), BrCCCN1C(C=2C(C1=O)=CC=CC2)=O (N-(3-bromopropyl)phthalimide). Yields the product C1(C=2C(C(N1CCCN1C[C@@H]3N(C4=C(CC5=C3C=CC=C5)C=CC=C4)CC1)=O)=CC=CC2)=O ((14bR)-2-(3-Phthalimidopropyl)-1,2,3,4,10,14b-hexahydrodibenzo[c,f]pyrazino[1,2-a]azepine). RXN SMILES: [CH2:1]1[C@H:6]2[C:7]3[CH:19]=[CH:18][CH:17]=[CH:16][C:8]=3[CH2:9][C:10]3[CH:15]=[CH:14][CH:13]=[CH:12][C:11]=3[N:5]2[CH2:4][CH2:3][NH:2]1.Br[CH2:21][CH2:22][CH2:23][N:24]1[C:28](=[O:29])[C:27]2=[CH:30][CH:31]=[CH:32][CH:33]=[C:26]2[C:25]1=[O:34]>>[C:25]1(=[O:34])[N:24]([CH2:23][CH2:22][CH2:21][N:2]2[CH2:3][CH2:4][N:5]3[C:11]4[CH:12]=[CH:13][CH:14]=[CH:15][C:10]=4[CH2:9][C:8]4[CH:16]=[CH:17][CH:18]=[CH:19][C:7]=4[C@@H:6]3[CH2:1]2)[C:28](=[O:29])[C:27]2=[CH:30][CH:31]=[CH:32][CH:33]=[C:26]12. Procedure: Following a procedure similar to that described in Preparation 14(a), but using (14bR)-1,2,3,4,10,14b-hexahydrodibenzo[c,f]pyrazino[1,2-a]azepine and N-(3-bromopropyl)phthalimide, the title compound was obtained in a quantitative yield. Starting materials: ClC1=CC=C(C(=O)C=2C=C3C(=CC(N(C3=CC2)C)=O)C2=CC(=CC=C2)OCCC)C=C1 (6-(4-chlorobenzoyl)-1-methyl-4-(3-propoxyphenyl)-2(1H)-quinolinone), [BH4-].[Na+] (Sodium borohydride). Run in CO (methanol), C1CCOC1 (THF). Reaction conditions: time 30 minute. Yields the product ClC1=CC=C(C=C1)C(C=1C=C2C(=CC(N(C2=CC1)C)=O)C1=CC(=CC=C1)OCCC)O ((±)-6-[(4-chlorophenyl)hydroxymethyl]-1-methyl-4-(3-propoxyphenyl)-2(1H)-quinolinone). The yield is 98.1%. As a reaction SMILES: [Cl:1][C:2]1[CH:31]=[CH:30][C:5]([C:6]([C:8]2[CH:9]=[C:10]3[C:15](=[CH:16][CH:17]=2)[N:14]([CH3:18])[C:13](=[O:19])[CH:12]=[C:11]3[C:20]2[CH:25]=[CH:24][CH:23]=[C:22]([O:26][CH2:27][CH2:28][CH3:29])[CH:21]=2)=[O:7])=[CH:4][CH:3]=1.[BH4-].[Na+]>CO.C1COCC1>[Cl:1][C:2]1[CH:3]=[CH:4][C:5]([CH:6]([OH:7])[C:8]2[CH:9]=[C:10]3[C:15](=[CH:16][CH:17]=2)[N:14]([CH3:18])[C:13](=[O:19])[CH:12]=[C:11]3[C:20]2[CH:25]=[CH:24][CH:23]=[C:22]([O:26][CH2:27][CH2:28][CH3:29])[CH:21]=2)=[CH:30][CH:31]=1 |f:1.2|. Procedure: A solution of interm. (7-i) (3.55 g) in methanol (20 ml) and THF (20 ml) was cooled. Sodium borohydride (0.37 g) was added portionwise. The mixture was stirred at room temperature for 30 minutes, hydrolized and extracted with DCM. The organic layer was separated, dried (MgSO4), filtered and the solvent was evaporated till dryness, yielding 3.5 g (100%) of (±)-6-[(4-chlorophenyl)hydroxymethyl]-1-methyl-4-(3-propoxyphenyl)-2(1H)-quinolinone (interm. 7-j).